From a dataset of the Open Reaction Database (ORD), a public repository of structured organic reaction records. describe an organic reaction: reactants, conditions, products, and yield Starting materials: CC(NP(=O)(Cc1ccccc1)Cc1ccccc1)C(=O)N1CCCC1C(=O)O, CCOC(=O)C(N)Cc1ccccc1, CCOC(C)=O, Cl, CN(C)C=O, On1nnc2ccccc21. The product is CCOC(=O)C(Cc1ccccc1)NC(=O)C1CCCN1C(=O)C(C)NP(=O)(Cc1ccccc1)Cc1ccccc1. As a reaction SMILES: [CH2:1]([c:2]1[cH:3][cH:4][cH:5][cH:6][cH:7]1)[P:8](=[O:9])([CH2:10][c:11]1[cH:12][cH:13][cH:14][cH:15][cH:16]1)[NH:17][CH:18]([CH3:19])[C:20](=[O:21])[N:22]1[CH:23]([C:24](=[O:25])[OH:26])[CH2:27][CH2:28][CH2:29]1.[CH2:41]([CH3:42])[O:43][C:44]([CH:45]([NH2:46])[CH2:47][c:48]1[cH:49][cH:50][cH:51][cH:52][cH:53]1)=[O:54].[CH3:55][CH2:56][O:57][C:58](=[O:59])[CH3:60].[ClH:40].[O:61]=[CH:62][N:63]([CH3:64])[CH3:65].[OH:30][n:31]1[c:32]2[c:33]([cH:34][cH:35][cH:36][cH:37]2)[n:38][n:39]1>>[CH2:1]([c:2]1[cH:3][cH:4][cH:5][cH:6][cH:7]1)[P:8](=[O:9])([CH2:10][c:11]1[cH:12][cH:13][cH:14][cH:15][cH:16]1)[NH:17][CH:18]([CH3:19])[C:20](=[O:21])[N:22]1[CH:23]([C:24](=[O:25])[NH:46][CH:45]([C:44]([O:43][CH2:41][CH3:42])=[O:54])[CH2:47][c:48]2[cH:49][cH:50][cH:51][cH:52][cH:53]2)[CH2:27][CH2:28][CH2:29]1.